From a dataset of the Open Reaction Database (ORD), a public repository of structured organic reaction records. describe an organic reaction: reactants, conditions, products, and yield Starting materials: C(C)(C)NC(=O)Cl (isopropylcarbamic acid chloride), 970. Solvent: ClC1=CC=CC=C1 (chlorobenzene). Product: 630, C(C)(C)N=C=O (isopropyl isocyanate), C(N)(=O)Cl (carbamic acid chloride). The yield is 93.0%. As a reaction SMILES: [CH:1]([NH:4][C:5]([Cl:7])=[O:6])([CH3:3])[CH3:2]>ClC1C=CC=CC=1>[CH:1]([N:4]=[C:5]=[O:6])([CH3:3])[CH3:2].[C:5]([Cl:7])(=[O:6])[NH2:4]. Reported procedure: A solution of 970 parts of isopropylcarbamic acid chloride in 1,020 parts of chlorobenzene is inroduced into an apparatus analogous to that of Example 1 and is refluxed for 9 hours -- during which the reaction temperature rises from 77° to 88° C -- whilst passing 120,000 parts by volume of dry nitrogen per hour through the mixture. The subsequent distillation gives 630 parts of isopropyl isocyanate free from carbamic acid chloride (corresponding to 93% of theory, based on isopropylcarbamic acid ...